Dataset: the Open Reaction Database (ORD), a public repository of structured organic reaction records. Task: describe an organic reaction: reactants, conditions, products, and yield Starting materials: CCOC(=O)Cc1ccc(C=O)cc1, Cl, C1=C(N2CCCC2)CCC1, O, c1ccccc1. Yields the product CCOC(=O)Cc1ccc(C=C2CCCC2=O)cc1. As a reaction SMILES: [CH:1](=[O:2])[c:3]1[cH:4][cH:5][c:6]([CH2:9][C:10](=[O:11])[O:12][CH2:13][CH3:14])[cH:7][cH:8]1.[ClH:25].[N:15]1([C:20]2=[CH:21][CH2:22][CH2:23][CH2:24]2)[CH2:16][CH2:17][CH2:18][CH2:19]1.[OH2:26].[cH:27]1[cH:28][cH:29][cH:30][cH:31][cH:32]1>>[CH:1]([c:3]1[cH:4][cH:5][c:6]([CH2:9][C:10](=[O:11])[O:12][CH2:13][CH3:14])[cH:7][cH:8]1)=[C:21]1[C:20](=[O:26])[CH2:24][CH2:23][CH2:22]1.